Dataset: the Open Reaction Database (ORD), a public repository of structured organic reaction records. Task: describe an organic reaction: reactants, conditions, products, and yield The reactants are CN(C)C=O, [H-], [Na+], O=C(Cl)CCc1ccccc1, O=c1cc(-c2ccncc2)nc2n1CCN2. The product is O=C(CCc1ccccc1)N1CCn2c1nc(-c1ccncc1)cc2=O. As a reaction SMILES: [CH3:30][N:31]([CH3:32])[CH:33]=[O:34].[H-:17].[Na+:18].[c:19]1([CH2:25][CH2:26][C:27](=[O:28])[Cl:29])[cH:20][cH:21][cH:22][cH:23][cH:24]1.[n:1]1[cH:2][cH:3][c:4](-[c:7]2[n:8][c:9]3[n:10]([c:11](=[O:13])[cH:12]2)[CH2:14][CH2:15][NH:16]3)[cH:5][cH:6]1>>[n:1]1[cH:2][cH:3][c:4](-[c:7]2[n:8][c:9]3[n:10]([c:11](=[O:13])[cH:12]2)[CH2:14][CH2:15][N:16]3[C:27]([CH2:26][CH2:25][c:19]2[cH:20][cH:21][cH:22][cH:23][cH:24]2)=[O:28])[cH:5][cH:6]1. Starting materials: Brc1cccc(C2OCCO2)n1, CC(C)[Mg+], [Cl-], [Cl-], O=Cc1cc(F)ccc1F, [NH4+], C1CCOC1. Yields the product OC(c1cccc(C2OCCO2)n1)c1cc(F)ccc1F. As a reaction SMILES: [Br:6][c:7]1[n:8][c:9]([CH:13]2[O:14][CH2:15][CH2:16][O:17]2)[cH:10][cH:11][cH:12]1.[CH:2]([Mg+:3])([CH3:4])[CH3:5].[Cl-:1].[Cl-:28].[F:18][c:19]1[c:20]([CH:21]=[O:22])[cH:23][c:24]([F:27])[cH:25][cH:26]1.[NH4+:29].[O:30]1[CH2:31][CH2:32][CH2:33][CH2:34]1>>[c:7]1([CH:21]([c:20]2[c:19]([F:18])[cH:26][cH:25][c:24]([F:27])[cH:23]2)[OH:22])[n:8][c:9]([CH:13]2[O:14][CH2:15][CH2:16][O:17]2)[cH:10][cH:11][cH:12]1. The reactants are C[C@H](CCC1=CNC2=CC=CC=C12)NC[C@H](O)C=1C=CC=2N(C1)N=NN2 ((R)-α-[[(1(R)-methyl-3-(1H-indol-3-yl)propyl)amino]methyl]tetrazolo[1,5-a]pyridine-6-methanol), O.O.Cl[Sn]Cl (SnCl2.2H2O). The solvent is CO (methanol). Product: Cl.Cl.NC1=CC=C(C=N1)[C@@H](O)CN[C@@H](CCC1=CNC2=CC=CC=C12)C ((R)-6-Amino-α-[[(1(R)-methyl-3-(1H-indol-3-yl)propyl)amino]methyl]-3-pyridinemethanol Dihydrochloride), hydrochloride salt, Cl (HCl). Reaction SMILES: [CH3:1][C@@H:2]([NH:14][CH2:15][C@@H:16]([C:18]1[CH:19]=[CH:20][C:21]2[N:22](N=N[N:26]=2)[CH:23]=1)[OH:17])[CH2:3][CH2:4][C:5]1[C:13]2[C:8](=[CH:9][CH:10]=[CH:11][CH:12]=2)[NH:7][CH:6]=1.O.O.[Cl:29][Sn]Cl>CO>[ClH:29].[ClH:29].[NH2:26][C:21]1[N:22]=[CH:23][C:18]([C@H:16]([CH2:15][NH:14][C@H:2]([CH3:1])[CH2:3][CH2:4][C:5]2[C:13]3[C:8](=[CH:9][CH:10]=[CH:11][CH:12]=3)[NH:7][CH:6]=2)[OH:17])=[CH:19][CH:20]=1.[ClH:29] |f:1.2.3,5.6.7|. Procedure: A solution of 16 g of 1-(1H-indol-3-yl)-3-butanone, 10.3 g of R(+)-1-phenylethylamine and 0.2 g of TsOH.H2O in 80 ml of benzene is heated at reflux with water removal (Dean-Stark trap) for 24 hours. The reaction mixture is concentrated under reduced pressure and the residue redissolved in 80 ml of methanol. To this solution 8 g of Ra(Ni) catalyst is added and the mixture hydrogenated under positive hydrogen pressure for 32 hours. The reaction mixture is filtered through celite and the filtrate c... Reactants: COC1=CC=C(CN2C(C=3N(CC2)N=C(C3)COC3=NC=CC=C3)=O)C=C1 (5-(4-methoxy-benzyl)-2-(pyridin-2-yloxymethyl)-6,7-dihydro-5H-pyrazolo[1,5-a]pyrazin-4-one), O=C1C=2N(CCN1)N=C(C2)COC(C)=O (acetic acid 4-oxo-4,5,6,7-tetrahydro-pyrazolo[1,5-a]pyrazin-2-ylmethyl ester). Product: N1=C(C=CC=C1)OCC1=NN2C(C(NCC2)=O)=C1 (2-(Pyridin-2-yloxymethyl)-6,7-dihydro-5H-pyrazolo[1,5-a]pyrazin-4-one). As a reaction SMILES: COC1C=CC(C[N:8]2[CH2:13][CH2:12][N:11]3[N:14]=[C:15]([CH2:17][O:18][C:19]4[CH:24]=[CH:23][CH:22]=[CH:21][N:20]=4)[CH:16]=[C:10]3[C:9]2=[O:25])=CC=1.O=C1NCCN2N=C(COC(=O)C)C=C12>>[N:20]1[CH:21]=[CH:22][CH:23]=[CH:24][C:19]=1[O:18][CH2:17][C:15]1[CH:16]=[C:10]2[C:9](=[O:25])[NH:8][CH2:13][CH2:12][N:11]2[N:14]=1. Procedure details: The compound was prepared from 5-(4-methoxy-benzyl)-2-(pyridin-2-yloxymethyl)-6,7-dihydro-5H-pyrazolo[1,5-a]pyrazin-4-one using the method described in the preceding example 58 (acetic acid 4-oxo-4,5,6,7-tetrahydro-pyrazolo[1,5-a]pyrazin-2-ylmethyl ester). Reactants: C(C)(C)(C)C1C(CCCC1)=O (2-tert-butyl-cyclohexanone), C(C)(=O)O.C(=N)N (formamidine acetate). Solvent: C(CCC)O (butanol). Run at temperature 130 celsius, time 24 hour. Product: C(C)(C)(C)C1CCCC=2C=NC=NC12 (8-tert-butyl-5,6,7,8-tetrahydro-quinazoline). The yield is 37.5%. Reaction SMILES: [C:1]([CH:5]1[CH2:10][CH2:9][CH2:8][CH2:7][C:6]1=O)([CH3:4])([CH3:3])[CH3:2].[C:12](O)(=O)C.[CH:16]([NH2:18])=[NH:17]>C(O)CCC>[C:1]([CH:5]1[C:6]2[N:18]=[CH:16][N:17]=[CH:12][C:7]=2[CH2:8][CH2:9][CH2:10]1)([CH3:4])([CH3:3])[CH3:2] |f:1.2|. Reported procedure: A 100 mL reaction flask is charged with 2-tert-butyl-cyclohexanone (10 g, 0.07 mol), formamidine acetate (40 g, 0.4 mol), and butanol (50 mL). The reaction mixture is heated to 130° C. and stirred for 24 hours. The crude mass is washed once with aqueous sulfuric acid (10%, 100 mL) followed by twice with brine (30 mL). Butanol is recovered by roto-evaporation. The crude product is further purified with liquid chromatography (Biotage® system) and then crystallized. Product 8-tert-butyl-5,6,7,8-tet... Starting materials: ClCCl, OCc1ccccc1C(F)F. The product is O=Cc1ccccc1C(F)F. Reaction SMILES: [Cl:12][CH2:13][Cl:14].[F:1][CH:2]([c:3]1[c:4]([CH2:9][OH:10])[cH:5][cH:6][cH:7][cH:8]1)[F:11]>>[F:1][CH:2]([c:3]1[c:4]([CH:9]=[O:10])[cH:5][cH:6][cH:7][cH:8]1)[F:11].